Dataset: the Open Reaction Database (ORD), a public repository of structured organic reaction records. Task: describe an organic reaction: reactants, conditions, products, and yield Starting materials: C1(=CC=CC=C1)C1=CC=C(C=C1)CCCC(=O)OCC (ethyl 4-(4-phenylphenyl)butanoate), [OH-].[K+] (potassium hydroxide). Procedure: A solution of ethyl 4-(4-phenylphenyl)butanoate (21.0 g) and potassium hydroxide (9.65 g) in ethanol (50 ml) and water (50 ml) was heated under reflux for 2 hours. The resulting mixture was allowed to cool, diluted with water (150 ml), washed with ether (x2), acidified with concentrated hydrochloric acid, and extracted with ether. The extracts were washed with water, dried and concentrated to give crude 4-(4-phenylphenyl)butanoic acid [(3), 18.28 g] as a white solid, m.p. 111°-113° C. (D. H. Hey... Isolated yield 97.2%. Solvent: C(C)O (ethanol), O (water), O (water). RXN SMILES: [C:1]1([C:7]2[CH:12]=[CH:11][C:10]([CH2:13][CH2:14][CH2:15][C:16]([O:18]CC)=[O:17])=[CH:9][CH:8]=2)[CH:6]=[CH:5][CH:4]=[CH:3][CH:2]=1.[OH-].[K+]>C(O)C.O>[C:1]1([C:7]2[CH:12]=[CH:11][C:10]([CH2:13][CH2:14][CH2:15][C:16]([OH:18])=[O:17])=[CH:9][CH:8]=2)[CH:2]=[CH:3][CH:4]=[CH:5][CH:6]=1 |f:1.2|. Product: C1(=CC=CC=C1)C1=CC=C(C=C1)CCCC(=O)O (4-(4-phenylphenyl)butanoic acid). Reactants: N[C@@H](CC1=CC=CC=C1)C(=O)O (L-phenylalanine), CO (methanol), N[C@@H](CC(=O)O)C(=O)O (L-aspartic acid), Cl (hydrochloric acid). The product is Cl.COC([C@@H](N)CC(=O)OC)=O (L-aspartic acid dimethyl ester hydrochloride). RXN SMILES: N[C@H:2](C(O)=O)CC1C=CC=CC=1.[NH2:13][C@H:14]([C:19]([OH:21])=O)[CH2:15][C:16]([OH:18])=[O:17].[ClH:22].[CH3:23][OH:24]>>[ClH:22].[CH3:23][O:24][C:19](=[O:21])[C@H:14]([CH2:15][C:16]([O:18][CH3:2])=[O:17])[NH2:13] |f:4.5|. Procedure details: The same esterification procedure as in Example 1 was followed with the exception that the L-phenylalanine was replaced with 133.1 g of L-aspartic acid and that 133.1 g of methanol and 64 g of hydrochloric acid were used. Following cooling to deposit the crystals, the latter were collected by filtration and then dried to obtain 160.5 g (78.4 yield) of L-aspartic acid dimethyl ester hydrochloride having a purity of 96.5% and containing 0.2% of water and 2.6% of the total of L-aspartic acid and α-... Starting materials: BrC1=CN=C(C=2N1C=C(N2)CCC2=NC1=CC=CC=C1C=C2)N2CCOCC2 (4-(5-Bromo-2-(2-(quinolin-2-yl)ethyl)imidazo[1,2-a]pyrazin-8-yl)morpholine), CC1(OB(OC1(C)C)C1=CC=C(C=C1)N1C=NN(C1=O)COCC[Si](C)(C)C)C (4-(4-(4,4,5,5-Tetramethyl-1,3,2-dioxaborolan-2-yl)phenyl)-1-((2-(trimethylsilyl)ethoxy)methyl)-1H-1,2,4-triazol-5(4H)-one), C(=O)([O-])[O-].[Na+].[Na+] (Na2CO3). Reagents/catalysts: C1=CC=C(C=C1)P([C-]2C=CC=C2)C3=CC=CC=C3.C1=CC=C(C=C1)P([C-]2C=CC=C2)C3=CC=CC=C3.Cl[Pd]Cl.[Fe+2].C(Cl)Cl (PdCl2(dppf) DCM). Reaction conditions: temperature 90 celsius, time 5 hour. The product is O1CCN(CC1)C=1C=2N(C(=CN1)C1=CC=C(C=C1)N1C=NN(C1=O)COCC[Si](C)(C)C)C=C(N2)CCC2=NC1=CC=CC=C1C=C2 (4-(4-(8-Morpholino-2-(2-(quinolin-2-yl)ethyl)imidazo[1,2-a]pyrazin-5-yl)phenyl)-1-((2-(trimethylsilyl)ethoxy)methyl)-1H-1,2,4-triazol-5(4H)-one). As a reaction SMILES: Br[C:2]1[N:7]2[CH:8]=[C:9]([CH2:11][CH2:12][C:13]3[CH:22]=[CH:21][C:20]4[C:15](=[CH:16][CH:17]=[CH:18][CH:19]=4)[N:14]=3)[N:10]=[C:6]2[C:5]([N:23]2[CH2:28][CH2:27][O:26][CH2:25][CH2:24]2)=[N:4][CH:3]=1.CC1(C)C(C)(C)OB([C:37]2[CH:42]=[CH:41][C:40]([N:43]3[C:47](=[O:48])[N:46]([CH2:49][O:50][CH2:51][CH2:52][Si:53]([CH3:56])([CH3:55])[CH3:54])[N:45]=[CH:44]3)=[CH:39][CH:38]=2)O1.C([O-])([O-])=O.[Na+].[Na+]>C1C=CC(P(C2C=CC=CC=2)[C-]2C=CC=C2)=CC=1.C1C=CC(P(C2C=CC=CC=2)[C-]2C=CC=C2)=CC=1.Cl[Pd]Cl.[Fe+2].C(Cl)Cl>[O:26]1[CH2:27][CH2:28][N:23]([C:5]2[C:6]3[N:7]([CH:8]=[C:9]([CH2:11][CH2:12][C:13]4[CH:22]=[CH:21][C:20]5[C:15](=[CH:16][CH:17]=[CH:18][CH:19]=5)[N:14]=4)[N:10]=3)[C:2]([C:37]3[CH:38]=[CH:39][C:40]([N:43]4[C:47](=[O:48])[N:46]([CH2:49][O:50][CH2:51][CH2:52][Si:53]([CH3:56])([CH3:55])[CH3:54])[N:45]=[CH:44]4)=[CH:41][CH:42]=3)=[CH:3][N:4]=2)[CH2:24][CH2:25]1 |f:2.3.4,5.6.7.8.9|. Reported procedure: A mixture of compound 3a (108 mg, 0.246 mmol), compound 82c (206 mg, 0.246 mmol), PdCl2(dppf)-DCM (6.0 mg, 0.0074 mmol), and Argon-degassed aqueous 2M Na2CO3 (0.616 mL, 1.23 mmol) in Argon-degassed 1,4-dioxane (4 mL) was further degassed with Argon for 3 min and then stirred at 90° C. for 5 h. After cooling to room temperature, the reaction mixture was concentrated under reduced pressure to a brown residue, which was purified by flash column chromatography on silica gel (40-100% EtOAc-DCM, follo... Reactants: CO[C@@H](CO)C ((-)-(R)-2-methoxypropanol), C1(=CC=C(C=C1)S(=O)(=O)Cl)C (p-toluenesulphonic acid chloride). Solvent: N1=CC=CC=C1 (pyridine). Product: CO[C@@H](COS(=O)(=O)C1=CC=C(C=C1)C)C ((+)-(R)-2-methoxypropyl-p-toluenesulphonate). Reaction SMILES: [CH3:1][O:2][C@H:3]([CH3:6])[CH2:4][OH:5].[C:7]1([CH3:17])[CH:12]=[CH:11][C:10]([S:13](Cl)(=[O:15])=[O:14])=[CH:9][CH:8]=1>N1C=CC=CC=1>[CH3:1][O:2][C@H:3]([CH3:6])[CH2:4][O:5][S:13]([C:10]1[CH:11]=[CH:12][C:7]([CH3:17])=[CH:8][CH:9]=1)(=[O:15])=[O:14]. Procedure: By reacting (-)-(R)-2-methoxypropanol with p-toluenesulphonic acid chloride in pyridine analogously to R. S. Tipson [J. Org. Chem. 9 (1944) 235] the (+)-(R)-2-methoxypropyl-p-toluenesulphonate is obtained in the form of a yellowish oil with a specific rotation of [α]D25 =+3.7° (c=100) and analogously, from (+)-(S)-2-methoxy-propanol, the corresponding (-)-(S)-2-methoxypropyl-p-toluenesulphonate is obtained with a rotation of [α]D25 =-3.7° (c=100). Starting materials: NC1=NC2=C(C(=NC1)C1=CC=C(C=C1)OC)C=C(C=C2)Cl (2-amino-7-chloro-5-(p-methoxyphenyl)-3H-1,4-benzodiazepine), O.NN (hydrazine hydrate), ice water, 50, CO (methanol). The solvent is C(C)(=O)O (acetic acid). Conditions: time 30 minute. Product: ClC=1C=CC2=C(C(=NCC(=N2)NN)C2=CC=C(C=C2)OC)C1 (7-chloro-2-hydrazino-5-(p-methoxypheyl)-3H-1,4-benzodiazepine). RXN SMILES: [NH2:1][C:2]1[CH2:8][N:7]=[C:6]([C:9]2[CH:14]=[CH:13][C:12]([O:15][CH3:16])=[CH:11][CH:10]=2)[C:5]2[CH:17]=[C:18]([Cl:21])[CH:19]=[CH:20][C:4]=2[N:3]=1.CO.O.[NH2:25]N>C(O)(=O)C>[Cl:21][C:18]1[CH:19]=[CH:20][C:4]2[N:3]=[C:2]([NH:1][NH2:25])[CH2:8][N:7]=[C:6]([C:9]3[CH:10]=[CH:11][C:12]([O:15][CH3:16])=[CH:13][CH:14]=3)[C:5]=2[CH:17]=1 |f:2.3|. Reported procedure: To a suspension of 3 parts of 2-amino-7-chloro-5-(p-methoxyphenyl)-3H-1,4-benzodiazepine in a mixture of 50 parts by volume of methanol and 0.6 part by volume of glacial acetic acid is added dropwise with stirring 1.5 parts by volume of 100% hydrazine hydrate. The mixture is stirred for 30 minutes and poured into ice water, followed by extraction with chloroform. The chloroform layer is washed with water, dried over sodium sulfate and the solvent is evaporated. Treatment of the residue with benz... Starting materials: CCOC(=O)CP(=O)(OCC)OCC, CCOCC, CC(C)N1CCC(C=O)CC1, [H-], [Na+], C1CCOC1, O. Product: CCOC(=O)C=CC1CCN(C(C)C)CC1. Reaction SMILES: [CH3:1][CH2:2][O:3][C:4](=[O:5])[CH2:6][P:7]([O:8][CH2:9][CH3:10])([O:11][CH2:12][CH3:13])=[O:14].[CH3:34][CH2:35][O:36][CH2:37][CH3:38].[CH:17]([CH3:18])([CH3:19])[N:20]1[CH2:21][CH2:22][CH:23]([CH:26]=[O:27])[CH2:24][CH2:25]1.[H-:15].[Na+:16].[O:29]1[CH2:30][CH2:31][CH2:32][CH2:33]1.[OH2:28]>>[CH3:1][CH2:2][O:3][C:4](=[O:5])[CH:6]=[CH:26][CH:23]1[CH2:22][CH2:21][N:20]([CH:17]([CH3:18])[CH3:19])[CH2:25][CH2:24]1.